Dataset: the Open Reaction Database (ORD), a public repository of structured organic reaction records. Task: describe an organic reaction: reactants, conditions, products, and yield The product is CCOCc1nc2c(N)nc3cc(-c4cncc(C(O[SiH](C)C)C(C)(C)C)c4)cnc3c2n1CC(C)(C)O. Reactants: C[SiH](C)OC(c1cncc(B(O)O)c1)C(C)(C)C, O=C([O-])[O-], COCCOC, [K+], [K+], CCOCc1nc2c(N)nc3cc(Br)cnc3c2n1CC(C)(C)O, O. Reaction SMILES: [C:25]([CH3:26])([CH3:27])([CH3:28])[CH:29]([c:30]1[cH:31][c:32]([B:36]([OH:37])[OH:38])[cH:33][n:34][cH:35]1)[O:39][SiH:40]([CH3:41])[CH3:42].[C:43](=[O:44])([O-:45])[O-:46].[CH3:49][O:50][CH2:51][CH2:52][O:53][CH3:54].[K+:47].[K+:48].[NH2:1][c:2]1[n:3][c:4]2[cH:5][c:6]([Br:24])[cH:7][n:8][c:9]2[c:10]2[c:11]1[n:12][c:13]([CH2:20][O:21][CH2:22][CH3:23])[n:14]2[CH2:15][C:16]([CH3:17])([OH:18])[CH3:19].[OH2:55]>>[NH2:1][c:2]1[n:3][c:4]2[cH:5][c:6](-[c:32]3[cH:31][c:30]([CH:29]([C:25]([CH3:26])([CH3:27])[CH3:28])[O:39][SiH:40]([CH3:41])[CH3:42])[cH:35][n:34][cH:33]3)[cH:7][n:8][c:9]2[c:10]2[c:11]1[n:12][c:13]([CH2:20][O:21][CH2:22][CH3:23])[n:14]2[CH2:15][C:16]([CH3:17])([OH:18])[CH3:19]. The reactants are C(C1=CC=CC=C1)OC(=O)N1C[C@@H]2NCC[C@@H]2C1 ((3aR,6aR)-Hexahydro-pyrrolo[3,4-b]pyrrole-5-carboxylic acid benzyl ester), C(#N)C1=CC=C(C=C1)C1=CC=C(C=C1)OS(=O)(=O)C(F)(F)F (Trifluoro-methanesulfonic acid 4′-cyano-biphenyl-4-yl ester), C1(=CC=CC=C1)P(C1=C(C2=CC=CC=C2C=C1)C1=C(C=CC2=CC=CC=C12)P(C1=CC=CC=C1)C1=CC=CC=C1)C1=CC=CC=C1 (racemic-2,2′-bis(diphenylphosphino)-1,1′-binaphthyl), CC(C)([O-])C.[Na+] (sodium tert-butoxide). The reagents and catalysts are C(C)(=O)[O-].[Pd+2].C(C)(=O)[O-] (palladium acetate). The solvent is C1(=CC=CC=C1)C (toluene), O (water). Reaction conditions: temperature 80 celsius. The product is C(C1=CC=CC=C1)OC(=O)N1C[C@@H]2N(CC[C@@H]2C1)C1=CC=C(C=C1)C1=CC=C(C=C1)C#N ((3aR,6aR)-1-(4′-Cyano-biphenyl-4-yl)-hexahydro-pyrrolo[3,4-b]pyrrole-5-carboxylic acid benzyl ester). As a reaction SMILES: [CH2:1]([O:8][C:9]([N:11]1[CH2:18][C@@H:17]2[C@@H:13]([NH:14][CH2:15][CH2:16]2)[CH2:12]1)=[O:10])[C:2]1[CH:7]=[CH:6][CH:5]=[CH:4][CH:3]=1.[C:19]([C:21]1[CH:26]=[CH:25][C:24]([C:27]2[CH:32]=[CH:31][C:30](OS(C(F)(F)F)(=O)=O)=[CH:29][CH:28]=2)=[CH:23][CH:22]=1)#[N:20].C1(P(C2C=CC=CC=2)C2C=CC3C(=CC=CC=3)C=2C2C3C(=CC=CC=3)C=CC=2P(C2C=CC=CC=2)C2C=CC=CC=2)C=CC=CC=1.CC(C)([O-])C.[Na+]>C1(C)C=CC=CC=1.O.C([O-])(=O)C.[Pd+2].C([O-])(=O)C>[CH2:1]([O:8][C:9]([N:11]1[CH2:18][C@@H:17]2[C@@H:13]([N:14]([C:30]3[CH:29]=[CH:28][C:27]([C:24]4[CH:23]=[CH:22][C:21]([C:19]#[N:20])=[CH:26][CH:25]=4)=[CH:32][CH:31]=3)[CH2:15][CH2:16]2)[CH2:12]1)=[O:10])[C:2]1[CH:3]=[CH:4][CH:5]=[CH:6][CH:7]=1 |f:3.4,7.8.9|. Procedure: The product of Example 1B (trifluoro-methanesulfonic acid 4′-cyano-biphenyl-4-yl ester) (135 mg, 0.55 mmole), the product of Example 1C (198 mg, 0.61 mmole), palladium acetate (2.7 mg, 0.012 mmole), racemic-2,2′-bis(diphenylphosphino)-1,1′-binaphthyl (BINAP, 20 mg, 0.033 mmole) and sodium tert-butoxide (80 mg, 0.83 mmole) were mixed in 1.5 ml of toluene and heated at 80° C. under N2 for 16 hours. The mixture was cooled to room temperature, diluted with water and extracted with dichloromethane (3... The reactants are CC(C)(C)c1ccc(NC(=O)c2ccc(-c3ncccc3[N+](=O)[O-])cc2)cc1, CCO, ClCCl. The product is CC(C)(C)c1ccc(NC(=O)c2ccc(-c3ncccc3N)cc2)cc1. RXN SMILES: [C:1]([CH3:2])([CH3:3])([CH3:4])[c:5]1[cH:6][cH:7][c:8]([NH:11][C:12]([c:13]2[cH:14][cH:15][c:16](-[c:19]3[n:20][cH:21][cH:22][cH:23][c:24]3[N+:25]([O-:26])=[O:27])[cH:17][cH:18]2)=[O:28])[cH:9][cH:10]1.[CH3:32][CH2:33][OH:34].[Cl:29][CH2:30][Cl:31]>>[C:1]([CH3:2])([CH3:3])([CH3:4])[c:5]1[cH:6][cH:7][c:8]([NH:11][C:12]([c:13]2[cH:14][cH:15][c:16](-[c:19]3[n:20][cH:21][cH:22][cH:23][c:24]3[NH2:25])[cH:17][cH:18]2)=[O:28])[cH:9][cH:10]1. Starting materials: C(=O)([O-])[O-].[Na+].[Na+] (Na2CO3), Cl.COC1=CC=C(C=C1)NN (4-methoxyphenylhydrazine hydrochloride), CC(C(CC#N)=O)(C)C (4,4-dimethyl-3-oxopentanenitrile), CCO (EtOH). Solvent: CC(=O)O (AcOH). Product: COC1=CC=C(C=C1)N1N=C(C=C1C(C)(C)C)N (N′-(4-Methoxyphenyl)-5-amino-3-tert-butylpyrazole). As a reaction SMILES: Cl.[CH3:2][O:3][C:4]1[CH:9]=[CH:8][C:7]([NH:10][NH2:11])=[CH:6][CH:5]=1.[CH3:12][C:13]([CH3:20])([CH3:19])[C:14](=O)[CH2:15][C:16]#[N:17].CCO.C([O-])([O-])=O.[Na+].[Na+]>CC(O)=O>[CH3:2][O:3][C:4]1[CH:9]=[CH:8][C:7]([N:10]2[C:14]([C:13]([CH3:20])([CH3:19])[CH3:12])=[CH:15][C:16]([NH2:17])=[N:11]2)=[CH:6][CH:5]=1 |f:0.1,4.5.6|. Procedure details: A mixture of 4-methoxyphenylhydrazine hydrochloride (3.5 g), 4,4-dimethyl-3-oxopentanenitrile (2.5 g), EtOH (30 mL), and AcOH (1 mL) was heated at the reflux temperature for 3 h, cooled to room temp., and poured into a mixture of EtO (100 mL) and a 10% Na2CO3 solution (100 mL). The organic layer was washed with a saturated NaCl solution, dried (MgSO4) and concentrated under reduced pressure. The solid residue was washed with pentane to afford the desired pyrazole as a pale brown solid. (4.25 g):... Reactants: 12-L, C(=O)=O.CC(=O)C (dry ice acetone), C(C)(C)[Mg]Cl (Isopropylmagnesium chloride), BrC=1N(C=C(N1)C#N)COCC[Si](C)(C)C (2-bromo-1-(2-trimethylsilanyl-ethoxymethyl)-1H-imidazole-4-carbonitrile), O1CCCC1 (tetrahydrofuran). Run in CCCCCCC (heptane), CCOC(=O)C (EtOAc), ClCCl (dichloromethane). Run at temperature -50 celsius, time 30 minute. The product is C(C)OC(=O)C=1N(C=C(N1)C#N)COCC[Si](C)(C)C (4-Cyano-1-(2-trimethylsilanyl-ethoxymethyl)-1H-imidazole-2-carboxylic acid ethyl ester). The yield is 37.0%. RXN SMILES: Br[C:2]1[N:3]([CH2:9][O:10][CH2:11][CH2:12][Si:13]([CH3:16])([CH3:15])[CH3:14])[CH:4]=[C:5]([C:7]#[N:8])[N:6]=1.[O:17]1[CH2:21]C[CH2:19][CH2:18]1.C([Mg]Cl)(C)C.C(=O)=[O:28].CC(C)=O>ClCCl.CCOC(C)=O.CCCCCCC>[CH2:18]([O:17][C:21]([C:2]1[N:3]([CH2:9][O:10][CH2:11][CH2:12][Si:13]([CH3:16])([CH3:15])[CH3:14])[CH:4]=[C:5]([C:7]#[N:8])[N:6]=1)=[O:28])[CH3:19] |f:3.4|. Reported procedure: A 12-L, four-neck, round-bottom flask equipped with a mechanical stirrer, a temperature probe, and an addition funnel with a nitrogen inlet was charged with 2-bromo-1-(2-trimethylsilanyl-ethoxymethyl)-1H-imidazole-4-carbonitrile [390 g, 1.29 mol, as prepared in the previous step) and anhydrous tetrahydrofuran (4.0 L). Agitation was initiated and the reaction mixture was cooled to −50° C. using a dry ice/acetone bath. Isopropylmagnesium chloride (2.0 M in THF, 760 mL, 1.52 mol) was added through ... Starting materials: COCCOC, COc1ccc(P2(=S)SP(=S)(c3ccc(OC)cc3)S2)cc1, NS(=O)(=O)c1cc2c(s1)S(=O)(=O)CC(=O)N2. The product is NS(=O)(=O)c1cc2c(s1)S(=O)(=O)CC(=S)N2. Reaction SMILES: [CH2:39]([CH2:40][O:41][CH3:42])[O:43][CH3:44].[CH3:17][O:18][c:19]1[cH:20][cH:21][c:22]([P:23]2(=[S:26])[S:24][P:25]([c:27]3[cH:28][cH:29][c:30]([O:31][CH3:32])[cH:33][cH:34]3)(=[S:35])[S:36]2)[cH:37][cH:38]1.[O:1]=[C:2]1[NH:3][c:4]2[c:5]([s:10][c:11]([S:13]([NH2:14])(=[O:15])=[O:16])[cH:12]2)[S:6](=[O:8])(=[O:9])[CH2:7]1>>[C:2]1(=[S:26])[NH:3][c:4]2[c:5]([s:10][c:11]([S:13]([NH2:14])(=[O:15])=[O:16])[cH:12]2)[S:6](=[O:8])(=[O:9])[CH2:7]1.